describe an organic reaction: reactants, conditions, products, and yield From a dataset of the Open Reaction Database (ORD), a public repository of structured organic reaction records. The reactants are Cl.CN(CCCN=C=NCC)C (1-(3-Dimethylaminopropyl)-3-ethylcarbodiimide hydrochloride), NC=1SC(=CN1)SCC=1OC(=CN1)C(C)(C)C (2-amino-5-[[[5-(1,1-dimethylethyl)-2-oxazolyl]methyl]thio]thiazole), C1(CC1)N1CCC(CC1)C(=O)O (1-cyclopropyl-4-piperidine carboxylic acid), CN(C=O)C (N,N-dimethylformamide). Reagents/catalysts: CN(C1=CC=NC=C1)C (4-(dimethylamino)pyridine). Solvent: O (water), C(Cl)Cl (CH2Cl2). Run at time 1 hour. Yields the product C1(CC1)N1CCC(CC1)C(=O)NC=1SC(=CN1)SCC=1OC(=CN1)C(C)(C)C (1-cyclopropyl-N-[5-[[[5-(1,1-dimethylethyl)-2-oxazolyl]methyl]thio]-2-thiazolyl]-4-piperidinecarboxamide). Yield: 64.0%. RXN SMILES: Cl.CN(C)CCCN=C=NCC.[NH2:13][C:14]1[S:15][C:16]([S:19][CH2:20][C:21]2[O:22][C:23]([C:26]([CH3:29])([CH3:28])[CH3:27])=[CH:24][N:25]=2)=[CH:17][N:18]=1.[CH:30]1([N:33]2[CH2:38][CH2:37][CH:36]([C:39](O)=[O:40])[CH2:35][CH2:34]2)[CH2:32][CH2:31]1.CN(C)C=O>CN(C)C1C=CN=CC=1.O.C(Cl)Cl>[CH:30]1([N:33]2[CH2:34][CH2:35][CH:36]([C:39]([NH:13][C:14]3[S:15][C:16]([S:19][CH2:20][C:21]4[O:22][C:23]([C:26]([CH3:29])([CH3:28])[CH3:27])=[CH:24][N:25]=4)=[CH:17][N:18]=3)=[O:40])[CH2:37][CH2:38]2)[CH2:32][CH2:31]1 |f:0.1|. Procedure details: 1-(3-Dimethylaminopropyl)-3-ethylcarbodiimide hydrochloride (1.0 g, 5.2 mmol, 2 eq) was added to a mixture of 2-amino-5-[[[5-(1,1-dimethylethyl)-2-oxazolyl]methyl]thio]thiazole (0.7 g, 2.6 mmol, 1 eq), 1-cyclopropyl-4-piperidine carboxylic acid (0.77 g, 3.9 mmol, 1.5 eq), 4-(dimethylamino)pyridine (0.16 g, 1.3 mmol, 0.5 eq), N,N-dimethylformamide (2.6 mL) and CH2Cl2 (7.8 mL). The reaction mixture was stirred at rt for 1 h, diluted with water (30 mL), and extracted with ethyl acetate (2×70 mL). T...